The task is: describe an organic reaction: reactants, conditions, products, and yield. This data is from the Open Reaction Database (ORD), a public repository of structured organic reaction records. The reactants are CCOC(C)=O, COc1ccc([N+](=O)[O-])c(F)c1, N#Cc1cccc(N)c1. Yields the product COc1ccc([N+](=O)[O-])c(Nc2cccc(C#N)c2)c1. RXN SMILES: [CH3:22][CH2:23][O:24][C:25](=[O:26])[CH3:27].[F:1][c:2]1[cH:3][c:4]([O:11][CH3:12])[cH:5][cH:6][c:7]1[N+:8](=[O:9])[O-:10].[NH2:13][c:14]1[cH:15][c:16]([C:17]#[N:18])[cH:19][cH:20][cH:21]1>>[c:2]1([NH:13][c:14]2[cH:15][c:16]([C:17]#[N:18])[cH:19][cH:20][cH:21]2)[cH:3][c:4]([O:11][CH3:12])[cH:5][cH:6][c:7]1[N+:8](=[O:9])[O-:10]. The reactants are C(C=C)[Sn](CCCC)(CCCC)CCCC (allyl tri-n-butyltin), [Cl-].[Li+] (lithium chloride), BrC1=C(C2=C(C(OC2)=O)C=C1)Cl (5-bromo-4-chloro-2-benzofuran-1(3H)-one). Solvent: C1(=CC=CC=C1)C (toluene). Product: C(C=C)C1=C(C2=C(C(OC2)=O)C=C1)Cl (5-allyl-4-chloro-2-benzofuran-1(3H)-one). RXN SMILES: Br[C:2]1[CH:11]=[CH:10][C:5]2[C:6](=[O:9])[O:7][CH2:8][C:4]=2[C:3]=1[Cl:12].[CH2:13]([Sn](CCCC)(CCCC)CCCC)[CH:14]=[CH2:15].[Cl-].[Li+]>C1(C)C=CC=CC=1>[CH2:15]([C:2]1[CH:11]=[CH:10][C:5]2[C:6](=[O:9])[O:7][CH2:8][C:4]=2[C:3]=1[Cl:12])[CH:14]=[CH2:13] |f:2.3|. Reported procedure: To a flask charged with 5-bromo-4-chloro-2-benzofuran-1(3H)-one (190 mg, 0.77 mmol) and a stir bar was added allyl tri-n-butyltin (0.36 mL, 1.2 mmol), PdCl2(dppf)-DCM complex, lithium chloride (0.098 mg, 2.3 mmol), and toluene (5 mL). The flask was fitted with a condensor, purged three times with nitrogen, and heated to reflux for 6 hours. When LC showed complete reaction, the crude material was purified by MPLC to provide 5-allyl-4-chloro-2-benzofuran-1(3H)-one. LC-MS (IE, m/z): 209 [M+1]+; Starting materials: OC(C(=O)OCC)CCC1=CC=C(C=C1)C1CCCCC1 (Ethyl α-hydroxy-γ-(4-cyclohexylphenyl)butyrate), II (iodine), ClCl (chlorine). Run in C(Cl)(Cl)(Cl)Cl (carbon tetrachloride), C(Cl)(Cl)(Cl)Cl (carbon tetrachloride). Reaction conditions: temperature 0 celsius, time 3 hour. Product: OC(C(=O)OCC)CCC1=CC(=C(C=C1)C1CCCCC1)Cl (ethyl α-hydroxy-γ-(3-chloro-4-cyclohexylphenyl)butyrate). RXN SMILES: [OH:1][CH:2]([CH2:8][CH2:9][C:10]1[CH:15]=[CH:14][C:13]([CH:16]2[CH2:21][CH2:20][CH2:19][CH2:18][CH2:17]2)=[CH:12][CH:11]=1)[C:3]([O:5][CH2:6][CH3:7])=[O:4].II.[Cl:24]Cl>C(Cl)(Cl)(Cl)Cl>[OH:1][CH:2]([CH2:8][CH2:9][C:10]1[CH:15]=[CH:14][C:13]([CH:16]2[CH2:21][CH2:20][CH2:19][CH2:18][CH2:17]2)=[C:12]([Cl:24])[CH:11]=1)[C:3]([O:5][CH2:6][CH3:7])=[O:4]. Reported procedure: Ethyl α-hydroxy-γ-(4-cyclohexylphenyl)butyrate 0.38 mole and 6.1 g. of iodine (0.048 mole) and dissolved in 100 ml. of carbon tetrachloride. To this solution is added a solution of 40.4 g. (0.57 mole) of chlorine dissolved in 365 ml. of carbon tetrachloride over a period of 2 hours. During the addition, the temperature of the reaction mixture is maintained at 0°C. The mixture is stirred for 3 hours and allowed to stand with gradual warming to room temperature over 15 hours. The solvent is remove... Reactants: Cl (hydrochloric acid), FC(C(=O)O)(F)F.COC1=C(C=CC=2C=3N(C(=NC12)NC(C1=CN=CC=C1)=O)CCN3)OCCC3CNCCO3 (N-[7-Methoxy-8-(2-morpholin-2-ylethoxy)-2,3-dihydroimidazo[1,2-c]quinazolin-5-yl]nicotinamide trifluoroacetate), C(C)=O (acetaldehyde), C(C)(=O)O[BH-](OC(C)=O)OC(C)=O.[Na+] (sodium triacetoxyborohydride), C(C)(=O)O (acetic acid). Solvent: CO (methanol), C1CCOC1 (THF). Run at time 30 minute. Yields the product C(C)N1CC(OCC1)CCOC=1C=CC=2C=3N(C(=NC2C1OC)NC(C1=CN=CC=C1)=O)CCN3 (N-{8-[2-(4-ethylmorpholin-2-yl)ethoxy]-7-methoxy-2,3-dihydroimidazo[1,2-c]quinazolin-5-yl}nicotinamide). Isolated yield 0.0%. RXN SMILES: F[C:2](F)(F)[C:3](O)=O.[CH3:8][O:9][C:10]1[C:19]2[N:18]=[C:17]([NH:20][C:21](=[O:28])[C:22]3[CH:27]=[CH:26][CH:25]=[N:24][CH:23]=3)[N:16]3[CH2:29][CH2:30][N:31]=[C:15]3[C:14]=2[CH:13]=[CH:12][C:11]=1[O:32][CH2:33][CH2:34][CH:35]1[O:40][CH2:39][CH2:38][NH:37][CH2:36]1.C(=O)C.C(O[BH-](OC(=O)C)OC(=O)C)(=O)C.[Na+].C(O)(=O)C.Cl>C1COCC1.CO>[CH2:2]([N:37]1[CH2:38][CH2:39][O:40][CH:35]([CH2:34][CH2:33][O:32][C:11]2[CH:12]=[CH:13][C:14]3[C:15]4[N:16]([CH2:29][CH2:30][N:31]=4)[C:17]([NH:20][C:21](=[O:28])[C:22]4[CH:27]=[CH:26][CH:25]=[N:24][CH:23]=4)=[N:18][C:19]=3[C:10]=2[O:9][CH3:8])[CH2:36]1)[CH3:3] |f:0.1,3.4|. Procedure: N-[7-Methoxy-8-(2-morpholin-2-ylethoxy)-2,3-dihydroimidazo[1,2-c]quinazolin-5-yl]nicotinamide trifluoroacetate (100 mg, 0.18 mol) in THF was treated with acetaldehyde (30 μL, 0.53 mmol) and stirred for 30 min. before adding sodium triacetoxyborohydride (113 mg, 0.53 mmol) and acetic acid (13 μL, 0.23 mmol). The reaction mixture was stirred at 60 C overnight after which it was diluted with methanol and a drop of 2 N hydrochloric acid to dissolve all solids. The crude solution was purified by HPLC... Reactants: XIX, CCN=C=NCCCN(C)C.CI (1-(3-dimethylaminopropyl)-3-ethylcarbodiimide methiodide), C1=CC2=C(N=C1)N(N=N2)O (HOAT), N1=C(C=CC=C1)CN1CCNCC1 ((2-pyridylmethyl)piperazine), N([C@H](CC1=CC=C(C=C1)Cl)C(=O)O)C(=O)OC(C)(C)C (Boc-p-Cl-D-Phe-OH). The solvent is CN(C)C=O (DMF). The product is ClC1=CC=C(C=C1)C[C@H](C(N1CCN(CC1)CC1=NC=CC=C1)=O)NC(=O)OC(C)(C)C (N-{(1R)-1-[(4-Chlorophenyl)methyl]-2-oxo-2-[4-(2-pyridylmethyl)piperazinyl]ethyl}(tert-butoxy)carboxamide). As a reaction SMILES: [N:1]1[CH:6]=[CH:5][CH:4]=[CH:3][C:2]=1[CH2:7][N:8]1[CH2:13][CH2:12][NH:11][CH2:10][CH2:9]1.[NH:14]([C:27]([O:29][C:30]([CH3:33])([CH3:32])[CH3:31])=[O:28])[C@@H:15]([C:24](O)=[O:25])[CH2:16][C:17]1[CH:22]=[CH:21][C:20]([Cl:23])=[CH:19][CH:18]=1.CCN=C=NCCCN(C)C.CI.C1C=NC2N(O)N=NC=2C=1>CN(C=O)C>[Cl:23][C:20]1[CH:21]=[CH:22][C:17]([CH2:16][C@@H:15]([NH:14][C:27]([O:29][C:30]([CH3:33])([CH3:32])[CH3:31])=[O:28])[C:24](=[O:25])[N:11]2[CH2:12][CH2:13][N:8]([CH2:7][C:2]3[CH:3]=[CH:4][CH:5]=[CH:6][N:1]=3)[CH2:9][CH2:10]2)=[CH:18][CH:19]=1 |f:2.3|. Reported procedure: N-{(1R)-1-[(4-Chlorophenyl)methyl]-2-oxo-2-[4-(2-pyridylmethyl)piperazinyl]ethyl}(tert-butoxy)carboxamide was prepared according to the procedure for Preparation XIX using (2-pyridylmethyl)piperazine (650 mg. 3.7 mmol) (Array), Boc-p-Cl-D-Phe-OH (1.1 g, 3.7 mmol), 1-(3-dimethylaminopropyl)-3-ethylcarbodiimide methiodide (2.2 g, 7.2 mmol), HOAT (560 mg, 4.10 mmol) and DMF (15 mL) (730 mg). MS (ESI, pos. ion) m/z: 459 (M+H), (ESI, neg. ion) m/z: 457 (M−H). Calc'd for C24H31ClN4O3: 458.98. Starting materials: Oc1cccnc1Sc1cccc(Br)c1, C1CCOC1, CC(C)OC(=O)N=NC(=O)OC(C)C, c1ccc(P(c2ccccc2)c2ccccc2)cc1, OCCCc1cccnc1. Yields the product Brc1cccc(Sc2ncccc2OCCCc2cccnc2)c1. As a reaction SMILES: [Br:44][c:45]1[cH:46][c:47]([S:51][c:52]2[n:53][cH:54][cH:55][cH:56][c:57]2[OH:58])[cH:48][cH:49][cH:50]1.[CH2:59]1[O:60][CH2:61][CH2:62][CH2:63]1.[O:30]=[C:31]([O:32][CH:33]([CH3:34])[CH3:35])[N:36]=[N:37][C:38]([O:39][CH:40]([CH3:41])[CH3:42])=[O:43].[c:11]1([P:12]([c:13]2[cH:14][cH:15][cH:16][cH:17][cH:18]2)[c:19]2[cH:20][cH:21][cH:22][cH:23][cH:24]2)[cH:25][cH:26][cH:27][cH:28][cH:29]1.[n:1]1[cH:2][c:3]([CH2:7][CH2:8][CH2:9][OH:10])[cH:4][cH:5][cH:6]1>>[n:1]1[cH:2][c:3]([CH2:7][CH2:8][CH2:9][O:10][c:57]2[c:52]([S:51][c:47]3[cH:46][c:45]([Br:44])[cH:50][cH:49][cH:48]3)[n:53][cH:54][cH:55][cH:56]2)[cH:4][cH:5][cH:6]1. The reactants are OCC(CO)NC1CCN(Cc2ccccc2)CC1, CO, [H][H]. The product is OCC(CO)NC1CCNCC1. RXN SMILES: [CH2:1]([c:2]1[cH:3][cH:4][cH:5][cH:6][cH:7]1)[N:8]1[CH2:9][CH2:10][CH:11]([NH:14][CH:15]([CH2:16][OH:17])[CH2:18][OH:19])[CH2:12][CH2:13]1.[CH3:22][OH:23].[H:20][H:21]>>[NH:8]1[CH2:9][CH2:10][CH:11]([NH:14][CH:15]([CH2:16][OH:17])[CH2:18][OH:19])[CH2:12][CH2:13]1. Starting materials: N(=C=O)C1=CC=CC=C1 (isocyanatobenzene), N[C@@H](CCN1CCC(CC1)C=1C=C(C=CC1)NC(C(C)C)=O)C1=CC=CC=C1 (N-(3-{1-[(3S)-3-amino-3-phenylpropyl]-4-piperidinyl}phenyl)-2-methylpropanamide). Yields the product N(C1=CC=CC=C1)C(=O)N[C@@H](CCN1CCC(CC1)C=1C=C(C=CC1)NC(C(C)C)=O)C1=CC=CC=C1 (N-[3-(1-{(3S)-3-[(ANILINOCARBONYL)AMINO]-3-PHENYLPROPYL}-4-PIPERIDINYL)PHENYL]-2-METHYLPROPANAMIDE). RXN SMILES: [N:1]([C:4]1[CH:9]=[CH:8][CH:7]=[CH:6][CH:5]=1)=[C:2]=[O:3].[NH2:10][C@H:11]([C:32]1[CH:37]=[CH:36][CH:35]=[CH:34][CH:33]=1)[CH2:12][CH2:13][N:14]1[CH2:19][CH2:18][CH:17]([C:20]2[CH:21]=[C:22]([NH:26][C:27](=[O:31])[CH:28]([CH3:30])[CH3:29])[CH:23]=[CH:24][CH:25]=2)[CH2:16][CH2:15]1>>[NH:1]([C:2]([NH:10][C@H:11]([C:32]1[CH:33]=[CH:34][CH:35]=[CH:36][CH:37]=1)[CH2:12][CH2:13][N:14]1[CH2:19][CH2:18][CH:17]([C:20]2[CH:21]=[C:22]([NH:26][C:27](=[O:31])[CH:28]([CH3:30])[CH3:29])[CH:23]=[CH:24][CH:25]=2)[CH2:16][CH2:15]1)=[O:3])[C:4]1[CH:9]=[CH:8][CH:7]=[CH:6][CH:5]=1. Procedure details: Prepared by Procedure P and Scheme AB using isocyanatobenzene and N-(3-{1-[(3S)-3-amino-3-phenylpropyl]-4-piperidinyl}phenyl)-2-methylpropanamide: ESMS m/e: 499.2 (M+H)+.